Task: describe an organic reaction: reactants, conditions, products, and yield. Dataset: the Open Reaction Database (ORD), a public repository of structured organic reaction records Product: ClC1=C2C(=CN(C2=CC(=C1)OC)[Si](C(C)(C)C)(C(C)(C)C)C(C)(C)C)CN(C)C ((4-Chloro-6-methoxy-1-tri-tert-butylsilanyl-1H-indol-3-ylmethyl)-dimethylamine). The yield is 88.6%. Starting materials: COC1=CC=C2C(=CN(C2=C1)[Si](C(C)(C)C)(C(C)(C)C)C(C)(C)C)CN(C)C ((6-methoxy-1-tri-tert-butylsilanyl-1H-indol-3-ylmethyl)-dimethylamine), C(C)(C)(C)[Li] (tert-butyllithium), ClC(C(Cl)(Cl)Cl)(Cl)Cl (hexachloroethane). The solvent is CCOCC (ether), CCOCC (ether). Procedure details: To a stirred solution of (6-methoxy-1-tri-tert-butylsilanyl-1H-indol-3-ylmethyl)-dimethylamine (0.2 g, 0.56 mmol) in anhydrous ether (20 ml) at −78° C. was added tert-butyllithium (43 mg, 0.67 mmol, 1.7M in pentane) dropwise. After being stirred for 20 min, the mixture was allowed to warm to 0° C. and was stirred for one hour. The mixture was then re-cooled to −78° C., and a solution of hexachloroethane (0.2 g, 0.84 mmol) in anhydrous ether (10 ml) was added over 10 min. The reaction mixture was... Reaction SMILES: [CH3:1][O:2][C:3]1[CH:11]=[C:10]2[C:6]([C:7]([CH2:25][N:26]([CH3:28])[CH3:27])=[CH:8][N:9]2[Si:12]([C:21]([CH3:24])([CH3:23])[CH3:22])([C:17]([CH3:20])([CH3:19])[CH3:18])[C:13]([CH3:16])([CH3:15])[CH3:14])=[CH:5][CH:4]=1.C([Li])(C)(C)C.[Cl:34]C(Cl)(Cl)C(Cl)(Cl)Cl>CCOCC>[Cl:34][C:5]1[CH:4]=[C:3]([O:2][CH3:1])[CH:11]=[C:10]2[C:6]=1[C:7]([CH2:25][N:26]([CH3:28])[CH3:27])=[CH:8][N:9]2[Si:12]([C:21]([CH3:24])([CH3:23])[CH3:22])([C:13]([CH3:14])([CH3:15])[CH3:16])[C:17]([CH3:19])([CH3:18])[CH3:20]. Run at temperature 0 celsius, time 20 minute. Reactants: O=C([O-])[O-], CCCC[N+](CCCC)(CCCC)CCCC, CCCC[N+](CCCC)(CCCC)CCCC, CO, CS(C)=O, Cl, O=[N+]([O-])c1ccc(F)cc1, [K+], [K+], O=C([O-])C1CCNCC1, [OH-], O. Yields the product O=C(O)C1CCN(c2ccc([N+](=O)[O-])cc2)CC1. As a reaction SMILES: [C:55](=[O:56])([O-:57])[O-:58].[CH2:28]([N+:29]([CH2:30][CH2:31][CH2:32][CH3:33])([CH2:34][CH2:35][CH2:36][CH3:37])[CH2:38][CH2:39][CH2:40][CH3:41])[CH2:42][CH2:43][CH3:44].[CH2:2]([N+:3]([CH2:4][CH2:5][CH2:6][CH3:7])([CH2:8][CH2:9][CH2:10][CH3:11])[CH2:12][CH2:13][CH2:14][CH3:15])[CH2:16][CH2:17][CH3:18].[CH3:62][OH:63].[CH3:64][S:65]([CH3:66])=[O:67].[ClH:61].[F:45][c:46]1[cH:47][cH:48][c:49]([N+:52](=[O:53])[O-:54])[cH:50][cH:51]1.[K+:59].[K+:60].[NH:19]1[CH2:20][CH2:21][CH:22]([C:23](=[O:24])[O-:25])[CH2:26][CH2:27]1.[OH-:1].[OH2:68]>>[N:19]1([c:46]2[cH:47][cH:48][c:49]([N+:52](=[O:53])[O-:54])[cH:50][cH:51]2)[CH2:20][CH2:21][CH:22]([C:23](=[O:24])[OH:25])[CH2:26][CH2:27]1. Reactants: CC(C)(C)OC(=O)N1CCC(N)CC1, CCN=C=NCCCN(C)C, CN1CCOCC1, O=C(O)Cc1ccc(Cl)cc1, ClCCl, On1nnc2ccccc21. The product is CC(C)(C)OC(=O)N1CCC(NC(=O)Cc2ccc(Cl)cc2)CC1. As a reaction SMILES: [C:1]([CH3:2])([CH3:3])([CH3:4])[O:5][C:6](=[O:7])[N:8]1[CH2:9][CH2:10][CH:11]([NH2:14])[CH2:12][CH2:13]1.[CH3:26][CH2:27][N:28]=[C:29]=[N:30][CH2:31][CH2:32][CH2:33][N:34]([CH3:35])[CH3:36].[CH3:47][N:48]1[CH2:49][CH2:50][O:51][CH2:52][CH2:53]1.[Cl:15][c:16]1[cH:17][cH:18][c:19]([CH2:22][C:23](=[O:24])[OH:25])[cH:20][cH:21]1.[Cl:54][CH2:55][Cl:56].[OH:37][n:38]1[c:39]2[c:40]([cH:41][cH:42][cH:43][cH:44]2)[n:45][n:46]1>>[C:1]([CH3:2])([CH3:3])([CH3:4])[O:5][C:6](=[O:7])[N:8]1[CH2:9][CH2:10][CH:11]([NH:14][C:23]([CH2:22][c:19]2[cH:18][cH:17][c:16]([Cl:15])[cH:21][cH:20]2)=[O:24])[CH2:12][CH2:13]1. Reactants: COC(=O)c1c(C#N)cc(NC2CCCC2NC(=O)OC(C)(C)C)nc1Nc1cccc(S(C)(=O)=O)c1, CC(=O)O, CO, [OH-], [OH-], [Pd+2]. The product is CC(C)(C)OC(=O)NC1CCCC1Nc1cc2c(c(Nc3cccc(S(C)(=O)=O)c3)n1)C(=O)NC2. As a reaction SMILES: [C:1]([CH3:2])([CH3:3])([CH3:4])[O:5][C:6](=[O:7])[NH:8][CH:9]1[CH:10]([NH:14][c:15]2[n:16][c:17]([NH:27][c:28]3[cH:29][c:30]([S:34](=[O:35])(=[O:36])[CH3:37])[cH:31][cH:32][cH:33]3)[c:18]([C:19](=[O:20])[O:21][CH3:22])[c:23]([C:25]#[N:26])[cH:24]2)[CH2:11][CH2:12][CH2:13]1.[C:40]([OH:41])(=[O:42])[CH3:43].[CH3:38][OH:39].[OH-:44].[OH-:46].[Pd+2:45]>>[C:1]([CH3:2])([CH3:3])([CH3:4])[O:5][C:6](=[O:7])[NH:8][CH:9]1[CH:10]([NH:14][c:15]2[n:16][c:17]([NH:27][c:28]3[cH:29][c:30]([S:34](=[O:35])(=[O:36])[CH3:37])[cH:31][cH:32][cH:33]3)[c:18]3[c:23]([cH:24]2)[CH2:25][NH:26][C:19]3=[O:20])[CH2:11][CH2:12][CH2:13]1. Starting materials: N(=[N+]=[N-])CCC[C@@]1(SC(=NN1C([C@@H](C)OC)=O)C1=C(C=CC(=C1)F)F)C1=CC=CC=C1 ((R)-1-((R)-2-(3-azidopropyl)-5-(2,5-difluorophenyl)-2-phenyl-1,3,4-thiadiazol-3(2H)-yl)-2-methoxypropan-1-one), NCCC[C@]1(SC(=NN1C([C@H](C)OC)=O)C1=C(C=CC(=C1)F)F)C1=CC=CC=C1 ((S)-1-((S)-2-(3-aminopropyl)-5-(2,5-difluorophenyl)-2-phenyl-1,3,4-thiadiazol-3(2H)-yl)-2-methoxypropan-1-one), NCCC[C@@]1(SC(=NN1C([C@H](C)OC)=O)C1=C(C=CC(=C1)F)F)C1=CC=CC=C1 ((S)-1-((R)-2-(3-aminopropyl)-5-(2,5-difluorophenyl)-2-phenyl-1,3,4-thiadiazol-3(2H)-yl)-2-methoxypropan-1-one). Yields the product NCCC[C@@]1(SC(=NN1C([C@@H](C)OC)=O)C1=C(C=CC(=C1)F)F)C1=CC=CC=C1 ((R)-1-((R)-2-(3-aminopropyl)-5-(2,5-difluorophenyl)-2-phenyl-1,3,4-thiadiazol-3(2H)-yl)-2-methoxypropan-1-one). RXN SMILES: [N:1]([CH2:4][CH2:5][CH2:6][C@@:7]1([C:26]2[CH:31]=[CH:30][CH:29]=[CH:28][CH:27]=2)[N:11]([C:12](=[O:17])[C@H:13]([O:15][CH3:16])[CH3:14])[N:10]=[C:9]([C:18]2[CH:23]=[C:22]([F:24])[CH:21]=[CH:20][C:19]=2[F:25])[S:8]1)=[N+]=[N-].NCCC[C@]1(C2C=CC=CC=2)N(C(=O)[C@@H](OC)C)N=C(C2C=C(F)C=CC=2F)S1.NCCC[C@@]1(C2C=CC=CC=2)N(C(=O)[C@@H](OC)C)N=C(C2C=C(F)C=CC=2F)S1>>[NH2:1][CH2:4][CH2:5][CH2:6][C@@:7]1([C:26]2[CH:31]=[CH:30][CH:29]=[CH:28][CH:27]=2)[N:11]([C:12](=[O:17])[C@H:13]([O:15][CH3:16])[CH3:14])[N:10]=[C:9]([C:18]2[CH:23]=[C:22]([F:24])[CH:21]=[CH:20][C:19]=2[F:25])[S:8]1. Procedure details: Prepared as previously described in Example 75 using (R)-1-((R)-2-(3-azidopropyl)-5-(2,5-difluorophenyl)-2-phenyl-1,3,4-thiadiazol-3(2H)-yl)-2-methoxypropan-1-one. MS ESI (+) m/z 420 (M+1) detected; 1H NMR (400 MHz, CDCl3) δ 7.52 (m, 1H), 7.44 (d, 2H, J=7 Hz), 7.35 (t, 2H, J=8 Hz), 7.29 (t, 1H, J=7 Hz), 7.13 (m, 2H), 4.68 (q, 1H, J=6 Hz), 3.41 (s, 3H), 3.24 (m, 1H), 2.85 (m, 2H), 2.43 (m, 1H), 1.95 (m, 1H), 1.54 (br, 3H), 1.46 (d, 3H, J=6 Hz). Stereochemistry was assigned by comparison to (S)-1-...